This data is from the Open Reaction Database (ORD), a public repository of structured organic reaction records. The task is: describe an organic reaction: reactants, conditions, products, and yield Starting materials: CCOC(C)=O, COCCOC, CC(C)CC(C(=O)OCC1CC1)c1cc(OCC2CC2)c(I)cc1F, OB(O)c1ccc(C(F)(F)F)cc1, O, c1ccc(P(c2ccccc2)(c2ccccc2)[Pd](P(c2ccccc2)(c2ccccc2)c2ccccc2)(P(c2ccccc2)(c2ccccc2)c2ccccc2)P(c2ccccc2)(c2ccccc2)c2ccccc2)cc1. The product is CC(C)CC(C(=O)OCC1CC1)c1cc(OCC2CC2)c(-c2ccc(C(F)(F)F)cc2)cc1F. Reaction SMILES: [CH3:40][CH2:41][O:42][C:43]([CH3:44])=[O:45].[CH3:46][O:47][CH2:48][CH2:49][O:50][CH3:51].[CH:1]1([CH2:4][O:5][C:6]([CH:7]([CH2:8][CH:9]([CH3:10])[CH3:11])[c:12]2[c:13]([F:24])[cH:14][c:15]([I:23])[c:16]([O:18][CH2:19][CH:20]3[CH2:21][CH2:22]3)[cH:17]2)=[O:25])[CH2:2][CH2:3]1.[F:26][C:27]([c:28]1[cH:29][cH:30][c:31]([B:34]([OH:35])[OH:36])[cH:32][cH:33]1)([F:37])[F:38].[OH2:39].[cH:52]1[cH:53][cH:54][c:55]([P:56]([Pd:57]([P:58]([c:59]2[cH:60][cH:61][cH:62][cH:63][cH:64]2)([c:65]2[cH:66][cH:67][cH:68][cH:69][cH:70]2)[c:71]2[cH:72][cH:73][cH:74][cH:75][cH:76]2)([P:77]([c:78]2[cH:79][cH:80][cH:81][cH:82][cH:83]2)([c:84]2[cH:85][cH:86][cH:87][cH:88][cH:89]2)[c:90]2[cH:91][cH:92][cH:93][cH:94][cH:95]2)[P:96]([c:97]2[cH:98][cH:99][cH:100][cH:101][cH:102]2)([c:103]2[cH:104][cH:105][cH:106][cH:107][cH:108]2)[c:109]2[cH:110][cH:111][cH:112][cH:113][cH:114]2)([c:115]2[cH:116][cH:117][cH:118][cH:119][cH:120]2)[c:121]2[cH:122][cH:123][cH:124][cH:125][cH:126]2)[cH:127][cH:128]1>>[CH:1]1([CH2:4][O:5][C:6]([CH:7]([CH2:8][CH:9]([CH3:10])[CH3:11])[c:12]2[c:13]([F:24])[cH:14][c:15](-[c:31]3[cH:30][cH:29][c:28]([C:27]([F:26])([F:37])[F:38])[cH:33][cH:32]3)[c:16]([O:18][CH2:19][CH:20]3[CH2:21][CH2:22]3)[cH:17]2)=[O:25])[CH2:2][CH2:3]1. Reactants: CC(C)=O, [Na+], O, O=C([O-])O, CSc1nc(NCC(c2ccccc2)c2ccccc2)c2ncn(C3CCCCO3)c2n1. RXN SMILES: [CH3:39][C:40](=[O:41])[CH3:42].[Na+:33].[OH2:38].[OH:34][C:35](=[O:36])[O-:37].[c:1]1([CH:7]([CH2:8][NH:9][c:10]2[c:11]3[n:12][cH:13][n:14]([CH:21]4[O:22][CH2:23][CH2:24][CH2:25][CH2:26]4)[c:15]3[n:16][c:17]([S:19][CH3:20])[n:18]2)[c:27]2[cH:28][cH:29][cH:30][cH:31][cH:32]2)[cH:2][cH:3][cH:4][cH:5][cH:6]1>>[c:1]1([CH:7]([CH2:8][NH:9][c:10]2[c:11]3[n:12][cH:13][n:14]([CH:21]4[O:22][CH2:23][CH2:24][CH2:25][CH2:26]4)[c:15]3[n:16][c:17]([S:19]([CH3:20])(=[O:34])=[O:38])[n:18]2)[c:27]2[cH:28][cH:29][cH:30][cH:31][cH:32]2)[cH:2][cH:3][cH:4][cH:5][cH:6]1. Yields the product CS(=O)(=O)c1nc(NCC(c2ccccc2)c2ccccc2)c2ncn(C3CCCCO3)c2n1. Reactants: ClC1=C(N)C=CC=C1 (2-chloroaniline). Solvent: C(C)O (ethanol). Yields the product Cl.ClC1=C(N)C=CC=C1 (2-chloroaniline hydrochloride). As a reaction SMILES: [Cl:1][C:2]1[CH:8]=[CH:7][CH:6]=[CH:5][C:3]=1[NH2:4]>C(O)C>[ClH:1].[Cl:1][C:2]1[CH:8]=[CH:7][CH:6]=[CH:5][C:3]=1[NH2:4] |f:2.3|. Procedure details: Commercially available 2-chloroaniline (200 g, 1.56 mol) was dissolved in 600 ml ethanol, and dry HCl gas was bubbled through for 10 minutes to give 2-chloroaniline hydrochloride. A new flask was charged with 2-chloroaniline hydrochloride (130 g, 0.793 mol), ferric chloride hexahydrate (25.7 g, 0.095 mol), anhydrous zinc chloride (10.9 g, 0.0799 mol) and 500 ml 2B ethanol. The mixture was heated to 60° C. for 10 minutes and 1,3,3-trimethoxy butane was added dropwise over a period of one hour. Th...